From a dataset of the Open Reaction Database (ORD), a public repository of structured organic reaction records. describe an organic reaction: reactants, conditions, products, and yield The product is CN1CCN(CC1)C(C1=CC(=C(C=C1)O)O)=O (1-methyl-4-(3,4-dihydroxybenzoyl)piperazine). Reported procedure: To a solution of 1-methyl-4-(3,4-diacetoxybenzoyl)piperazine (295 mg) n methanol (3 ml) was added a saturated potassium carbonate solution is methanol (6 ml) and the mixture was stirred at room temperature for 30 minutes. The mixture was poured into ice water and adjusted to pH 9 with 1N hydrochloric acid. The mixture was extracted several times with a mixture of chloroform and methanol (20:1 V/V) and the organic layer was washed with brine, dried over magnesium sulfate and evaporated in vacuo. ... The reactants are Cl (hydrochloric acid), CN1CCN(CC1)C(C1=CC(=C(C=C1)OC(C)=O)OC(C)=O)=O (1-methyl-4-(3,4-diacetoxybenzoyl)piperazine), C([O-])([O-])=O.[K+].[K+] (potassium carbonate), ice water. Conditions: time 30 minute. The yield is 32.6%. RXN SMILES: [CH3:1][N:2]1[CH2:7][CH2:6][N:5]([C:8](=[O:23])[C:9]2[CH:14]=[CH:13][C:12]([O:15]C(=O)C)=[C:11]([O:19]C(=O)C)[CH:10]=2)[CH2:4][CH2:3]1.C(=O)([O-])[O-].[K+].[K+].Cl>CO>[CH3:1][N:2]1[CH2:7][CH2:6][N:5]([C:8](=[O:23])[C:9]2[CH:14]=[CH:13][C:12]([OH:15])=[C:11]([OH:19])[CH:10]=2)[CH2:4][CH2:3]1 |f:1.2.3|. Run in CO (methanol), CO (methanol). Starting materials: COC[C@H]1C[C@H](N(C1)C(=O)OC(C)(C)C)C1=NC2=C(N1)C1=CC3=C(C=C1C=C2)C2=CC=C(C=C2CO3)B3OC(C(O3)(C)C)(C)C ((2S,4S)-tert-butyl 4-(methoxymethyl)-2-(9-(4,4,5,5-tetramethyl-1,3,2-dioxaborolan-2-yl)-1,11-dihydroisochromeno[4′,3′:6,7]naphtho[1,2-d]imidazol-2-yl)pyrrolidine-1-carboxylate), BrC=1C=CC2=C(NC(=N2)[C@H]2N(CCC2)C([C@H](C(C)C)NC(OC)=O)=O)C1 (methyl (S)-1-((S)-2-(6-bromo-1H-benzo[d]imidazol-2-yl)pyrrolidin-1-yl)-3-methyl-1-oxobutan-2-ylcarbamate), C([O-])([O-])=O.[K+].[K+] (potassium carbonate). Reagents/catalysts: [Pd].C1(=CC=CC=C1)P(C1=CC=CC=C1)C1=CC=CC=C1.C1(=CC=CC=C1)P(C1=CC=CC=C1)C1=CC=CC=C1.C1(=CC=CC=C1)P(C1=CC=CC=C1)C1=CC=CC=C1.C1(=CC=CC=C1)P(C1=CC=CC=C1)C1=CC=CC=C1 (tetrakis(triphenylphosphine) palladium(0)), C1=CC=C(C=C1)P([C-]2C=CC=C2)C3=CC=CC=C3.C1=CC=C(C=C1)P([C-]2C=CC=C2)C3=CC=CC=C3.Cl[Pd]Cl.[Fe+2] (dichloro[1,1′-bis(diphenylphosphino) ferrocene]palladium(II)). Run in COCCOC (1,2-dimethoxyethane), CN(C=O)C (dimethylformamide). Reaction conditions: temperature 85 celsius. Product: C(C)(C)(C)OC(=O)N1[C@@H](C[C@@H](C1)COC)C1=NC2=C(N1)C1=CC3=C(C=C1C=C2)C2=CC=C(C=C2CO3)C=3C=CC2=C(NC(=N2)[C@H]2N(CCC2)C([C@H](C(C)C)NC(=O)OC)=O)C3 ((2S,4S)-tert-butyl-2-(9-(2-((S)-1-((S)-2-(methoxycarbonylamino)-3-methylbutanoyl)pyrrolidin-2-yl)-1H-benzo[d]imidazol-6-yl)-1,11-dihydroisochromeno[4′,3′:6,7]naphtho[1,2-d]imidazol-2-yl)-4-(methoxymethyl)pyrrolidine-1-carboxylate). As a reaction SMILES: [CH3:1][O:2][CH2:3][C@@H:4]1[CH2:8][N:7]([C:9]([O:11][C:12]([CH3:15])([CH3:14])[CH3:13])=[O:10])[C@H:6]([C:16]2[NH:20][C:19]3[C:21]4[C:26]([CH:27]=[CH:28][C:18]=3[N:17]=2)=[CH:25][C:24]2[C:29]3[C:34]([CH2:35][O:36][C:23]=2[CH:22]=4)=[CH:33][C:32](B2OC(C)(C)C(C)(C)O2)=[CH:31][CH:30]=3)[CH2:5]1.Br[C:47]1[CH:48]=[CH:49][C:50]2[N:54]=[C:53]([C@@H:55]3[CH2:59][CH2:58][CH2:57][N:56]3[C:60](=[O:70])[C@@H:61]([NH:65][C:66](=[O:69])[O:67][CH3:68])[CH:62]([CH3:64])[CH3:63])[NH:52][C:51]=2[CH:71]=1.C(=O)([O-])[O-].[K+].[K+]>COCCOC.CN(C)C=O.[Pd].C1(P(C2C=CC=CC=2)C2C=CC=CC=2)C=CC=CC=1.C1(P(C2C=CC=CC=2)C2C=CC=CC=2)C=CC=CC=1.C1(P(C2C=CC=CC=2)C2C=CC=CC=2)C=CC=CC=1.C1(P(C2C=CC=CC=2)C2C=CC=CC=2)C=CC=CC=1.C1C=CC(P(C2C=CC=CC=2)[C-]2C=CC=C2)=CC=1.C1C=CC(P(C2C=CC=CC=2)[C-]2C=CC=C2)=CC=1.Cl[Pd]Cl.[Fe+2]>[C:12]([O:11][C:9]([N:7]1[CH2:8][C@@H:4]([CH2:3][O:2][CH3:1])[CH2:5][C@H:6]1[C:16]1[NH:20][C:19]2[C:21]3[C:26]([CH:27]=[CH:28][C:18]=2[N:17]=1)=[CH:25][C:24]1[C:29]2[C:34]([CH2:35][O:36][C:23]=1[CH:22]=3)=[CH:33][C:32]([C:47]1[CH:48]=[CH:49][C:50]3[N:54]=[C:53]([C@@H:55]4[CH2:59][CH2:58][CH2:57][N:56]4[C:60](=[O:70])[C@@H:61]([NH:65][C:66]([O:67][CH3:68])=[O:69])[CH:62]([CH3:63])[CH3:64])[NH:52][C:51]=3[CH:71]=1)=[CH:31][CH:30]=2)=[O:10])([CH3:15])([CH3:13])[CH3:14] |f:2.3.4,7.8.9.10.11,12.13.14.15|. Reported procedure: To a solution of (2S,4S)-tert-butyl 4-(methoxymethyl)-2-(9-(4,4,5,5-tetramethyl-1,3,2-dioxaborolan-2-yl)-1,11-dihydroisochromeno[4′,3′:6,7]naphtho[1,2-d]imidazol-2-yl)pyrrolidine-1-carboxylate (400 mg, 0.85 mmol), methyl (S)-1-((S)-2-(6-bromo-1H-benzo[d]imidazol-2-yl)pyrrolidin-1-yl)-3-methyl-1-oxobutan-2-ylcarbamate (360 mg, 0.85 mmol), tetrakis(triphenylphosphine) palladium(0) (38 mg, 0.03 mmol) and dichloro[1,1′-bis(diphenylphosphino) ferrocene]palladium(II) (48 mg, 0.07 mmol) in a mixture of... Reactants: CO, ClCCl, ClCCl, O=[Cr](=O)([O-])Cl, O=C(NN1C=C(c2ccccc2)n2c(CO)cc3c2C(=CCC3)C1=O)c1ccncc1, c1cc[nH+]cc1. Yields the product O=Cc1cc2c3n1C(c1ccccc1)=CN(NC(=O)c1ccncc1)C(=O)C3=CCC2. As a reaction SMILES: [CH3:49][OH:50].[Cl:32][CH2:33][Cl:34].[Cl:46][CH2:47][Cl:48].[O:35]=[Cr:36]([Cl:37])([O-:38])=[O:39].[OH:1][CH2:2][c:3]1[n:4]2[c:5]3[c:10]([cH:11]1)[CH2:9][CH2:8][CH:7]=[C:6]3[C:12](=[O:31])[N:13]([NH:22][C:23]([c:24]1[cH:25][cH:26][n:27][cH:28][cH:29]1)=[O:30])[CH:14]=[C:15]2[c:16]1[cH:17][cH:18][cH:19][cH:20][cH:21]1.[nH+:40]1[cH:41][cH:42][cH:43][cH:44][cH:45]1>>[O:1]=[CH:2][c:3]1[n:4]2[c:5]3[c:10]([cH:11]1)[CH2:9][CH2:8][CH:7]=[C:6]3[C:12](=[O:31])[N:13]([NH:22][C:23]([c:24]1[cH:25][cH:26][n:27][cH:28][cH:29]1)=[O:30])[CH:14]=[C:15]2[c:16]1[cH:17][cH:18][cH:19][cH:20][cH:21]1. Reactants: C1COCCO1, C#C[Si](C)(C)C, CCOC(C)=O, [Cu]I, Cc1nc(N)ccc1Br, O. Yields the product Cc1nc(N)ccc1C#C[Si](C)(C)C. RXN SMILES: [CH2:16]1[O:17][CH2:18][CH2:19][O:20][CH2:21]1.[CH3:10][Si:11]([CH3:12])([CH3:13])[C:14]#[CH:15].[CH3:25][CH2:26][O:27][C:28](=[O:29])[CH3:30].[Cu:23][I:24].[NH2:1][c:2]1[cH:3][cH:4][c:5]([Br:9])[c:6]([CH3:8])[n:7]1.[OH2:22]>>[NH2:1][c:2]1[cH:3][cH:4][c:5]([C:15]#[C:14][Si:11]([CH3:10])([CH3:12])[CH3:13])[c:6]([CH3:8])[n:7]1. Starting materials: CCc1cc(Br)ccc1N, O=[N+]([O-])c1cccc(B(O)O)c1, c1ccc(P(c2ccccc2)(c2ccccc2)[Pd](P(c2ccccc2)(c2ccccc2)c2ccccc2)(P(c2ccccc2)(c2ccccc2)c2ccccc2)P(c2ccccc2)(c2ccccc2)c2ccccc2)cc1. As a reaction SMILES: [Br:13][c:14]1[cH:15][c:16]([CH2:21][CH3:22])[c:17]([NH2:18])[cH:19][cH:20]1.[N+:1](=[O:2])([O-:3])[c:4]1[cH:5][c:6]([B:10]([OH:11])[OH:12])[cH:7][cH:8][cH:9]1.[cH:23]1[cH:24][cH:25][c:26]([P:27]([Pd:28]([P:29]([c:30]2[cH:31][cH:32][cH:33][cH:34][cH:35]2)([c:36]2[cH:37][cH:38][cH:39][cH:40][cH:41]2)[c:42]2[cH:43][cH:44][cH:45][cH:46][cH:47]2)([P:48]([c:49]2[cH:50][cH:51][cH:52][cH:53][cH:54]2)([c:55]2[cH:56][cH:57][cH:58][cH:59][cH:60]2)[c:61]2[cH:62][cH:63][cH:64][cH:65][cH:66]2)[P:67]([c:68]2[cH:69][cH:70][cH:71][cH:72][cH:73]2)([c:74]2[cH:75][cH:76][cH:77][cH:78][cH:79]2)[c:80]2[cH:81][cH:82][cH:83][cH:84][cH:85]2)([c:86]2[cH:87][cH:88][cH:89][cH:90][cH:91]2)[c:92]2[cH:93][cH:94][cH:95][cH:96][cH:97]2)[cH:98][cH:99]1>>[N+:1](=[O:2])([O-:3])[c:4]1[cH:5][c:6](-[c:14]2[cH:15][c:16]([CH2:21][CH3:22])[c:17]([NH2:18])[cH:19][cH:20]2)[cH:7][cH:8][cH:9]1. The product is CCc1cc(-c2cccc([N+](=O)[O-])c2)ccc1N. The reactants are COS(=O)(=O)[O-].[N+](=O)([O-])C1=C(C=CC2=[N+](C=CC=C2)C)C=CC=C1 (2-(2-Nitrostyrenyl)-1-methyl-pyridinium Methyl Sulfate), 2L, [H][H] (hydrogen). Reagents/catalysts: [Pt] (Pt on carbon). Solvent: C(C)O (ethanol). Yields the product NC1=C(CCC2N(CCCC2)C)C=CC=C1 (2-(2-Aminophenethyl)-1-methylpiperidine). Yield: 93.6%. RXN SMILES: COS([O-])(=O)=O.[N+:7]([C:10]1[CH:24]=[CH:23][CH:22]=[CH:21][C:11]=1[CH:12]=[CH:13][C:14]1[CH:19]=[CH:18][CH:17]=[CH:16][N+:15]=1[CH3:20])([O-])=O.[H][H]>C(O)C.[Pt]>[NH2:7][C:10]1[CH:24]=[CH:23][CH:22]=[CH:21][C:11]=1[CH2:12][CH2:13][CH:14]1[CH2:19][CH2:18][CH2:17][CH2:16][N:15]1[CH3:20] |f:0.1|. Procedure details: 2-(2-Nitrostyrenyl)-1-methylpyridinium methyl sulfate (III; 25 g, 0.07 moles) and 10 g of 5% Pt on carbon (50% water wet) in 300 mL of 95% ethanol was put in a 2L Parr hydrogenation flask and hydrogenated at approximately 2 psi of hydrogen for 16 hours. The hydrogenation mixture rapidly turned orange and then slowly became colorless as the organic solid dissolved. Catalyst was removed by filtration and held for subsequent runs. The filtrate was concentrated in vacuo to an oil which was dissolved... Reactants: COC1=CC=C2C=CC=NC2=C1 (7-methoxyquinoline). The reagents and catalysts are O=[Pt]=O (PtO2). Run in CO (methanol). Reaction conditions: time 8 hour. The product is COC1=CC=C2CCCNC2=C1 (7-methoxy-1,2,3,4-tetrahydroquinoline). Yield: 73.2%. As a reaction SMILES: [CH3:1][O:2][C:3]1[CH:12]=[C:11]2[C:6]([CH:7]=[CH:8][CH:9]=[N:10]2)=[CH:5][CH:4]=1>CO.O=[Pt]=O>[CH3:1][O:2][C:3]1[CH:12]=[C:11]2[C:6]([CH2:7][CH2:8][CH2:9][NH:10]2)=[CH:5][CH:4]=1. Procedure: To a solution of 7-methoxyquinoline (2.0 g, 12.56 mmol) in methanol (60 ml) was added PtO2 (180 mg, 0.79 mmol). H2 (g) was introduced into above solution and the reaction was stirred overnight at room temperature and then the solids were filtered off. The organics were concentrated in vacuo to give a residue, which was purified by silica gel column chromatography with 3% ethyl acetate in petroleum ether to afford 7-methoxy-1,2,3,4-tetrahydroquinoline as a light yellow oil (1.5 g, 73%).